From a dataset of the Open Reaction Database (ORD), a public repository of structured organic reaction records. describe an organic reaction: reactants, conditions, products, and yield Reactants: CC(C(=O)C1=CC=C(C(=O)NC(C2=CC=C(C=C2)C(C(C)(C)C)=O)=O)C=C1)(C)C (4-(2,2-dimethyl-1-oxopropyl)-N-[4-(2,2-dimethyl-1-oxopropyl)-benzoyl]-benzamide), CC(C(=O)C1=CC=C(C(=O)NC)C=C1)(C)C (4-(2,2-dimethyl-1-oxopropyl)-N-methylbenzamide). The product is CC(C(=O)C1=CC=C(C(=O)N(C(C2=CC=C(C=C2)C(C(C)(C)C)=O)=O)C)C=C1)(C)C (4-(2,2-dimethyl-1-oxopropyl)-N-methyl-N-[4-(2,2-dimethyl-1-oxopropyl)-benzoyl]-benzamide). RXN SMILES: [CH3:1][C:2]([CH3:29])([CH3:28])[C:3]([C:5]1[CH:27]=[CH:26][C:8]([C:9]([NH:11][C:12](=[O:25])[C:13]2[CH:18]=[CH:17][C:16]([C:19](=[O:24])[C:20]([CH3:23])([CH3:22])[CH3:21])=[CH:15][CH:14]=2)=[O:10])=[CH:7][CH:6]=1)=[O:4].[CH3:30]C(C)(C)C(C1C=CC(C(NC)=O)=CC=1)=O>>[CH3:1][C:2]([CH3:29])([CH3:28])[C:3]([C:5]1[CH:27]=[CH:26][C:8]([C:9]([N:11]([CH3:30])[C:12](=[O:25])[C:13]2[CH:18]=[CH:17][C:16]([C:19](=[O:24])[C:20]([CH3:21])([CH3:22])[CH3:23])=[CH:15][CH:14]=2)=[O:10])=[CH:7][CH:6]=1)=[O:4]. Procedure details: Following the above procedure, but using in place of the 4-(2,2-dimethyl-1-oxopropyl)-benzamide an equivalent amount of 4-(2,2-dimethyl-1-oxopropyl)-N-methylbenzamide, there is obtained 4-(2,2-dimethyl-1-oxopropyl)-N-methyl-N-[4-(2,2-dimethyl-1-oxopropyl)-benzoyl]-benzamide (m.p. 121.5°-122.5° C.). The solvent is O1CCOCC1 (dioxane). The product is NC=1N=C(C(=NC1)C#N)OCC1CC1 (5-Amino-3-(cyclopropylmethoxy)pyrazine-2-carbonitrile). Conditions: temperature 90 celsius, time 30 minute. As a reaction SMILES: [H-].[Na+].[CH:3]1([CH2:6][OH:7])[CH2:5][CH2:4]1.[NH2:8][C:9]1[N:10]=[C:11](Cl)[C:12]([C:15]#[N:16])=[N:13][CH:14]=1.Cl>O1CCOCC1>[NH2:8][C:9]1[N:10]=[C:11]([O:7][CH2:6][CH:3]2[CH2:5][CH2:4]2)[C:12]([C:15]#[N:16])=[N:13][CH:14]=1 |f:0.1|. Procedure details: To a solution of sodium hydride (93 mg, 3.882 mmol) in dioxane (4 mL) was added cyclopropylmethanol (280 mg, 3.882 mmol) dropwise. The solution was stirred for 30 minutes and then 5-amino-3-chloropyrazine-2-carbonitrile (300 mg, 1.941 mmol) was added and the reaction mixture heated at 90° C. for 14 hours. The reaction mixture was poured into aqueous HCl (1 M) and extracted with ethyl acetate. The aqueous layer was re-extracted with ethyl acetate. The combined organic layers were washed with brin... Reactants: [H-].[Na+] (sodium hydride), C1(CC1)CO (cyclopropylmethanol), Cl (HCl), NC=1N=C(C(=NC1)C#N)Cl (5-amino-3-chloropyrazine-2-carbonitrile). Yield: 82.7%.